This data is from the Open Reaction Database (ORD), a public repository of structured organic reaction records. The task is: describe an organic reaction: reactants, conditions, products, and yield Run in C1CCOC1 (THF), C([O-])(O)=O.[Na+] (sodium bicarbonate). Starting materials: O[C@@H]1C(N[C@@H]1C1=CC=CC=C1)=O (cis-3-hydroxy-4-phenylazetidin-2-one), C(=C)OCC (ethyl vinyl ether), CS(=O)(=O)O (methanesulfonic acid). Product: C(C)OC(C)O[C@@H]1C(N[C@@H]1C1=CC=CC=C1)=O (cis-3-(1-ethoxyethoxy)-4-phenylazetidin-2-one). Procedure details: To a solution of 3.41 g (20.9 mmol) of cis-3-hydroxy-4-phenylazetidin-2-one in 15 mL of THF at 0° C. was added 5 mL of ethyl vinyl ether and 20 mg (0.2 mmol) of methanesulfonic acid. The mixture was stirred at 0° C. for 20 min, diluted with 20 mL of saturated aqueous sodium bicarbonate, and extracted with three 40 mL portions of ethyl acetate. The combined ethyl acetate layers wre dried over sodium sulfate and concentrated to give 4.87 g (99%) of cis-3-(1-ethoxyethoxy)-4-phenylazetidin-2-one as ... RXN SMILES: [OH:1][C@H:2]1[C@@H:5]([C:6]2[CH:11]=[CH:10][CH:9]=[CH:8][CH:7]=2)[NH:4][C:3]1=[O:12].[CH:13]([O:15][CH2:16][CH3:17])=[CH2:14].CS(O)(=O)=O>C1COCC1.C(=O)(O)[O-].[Na+]>[CH2:13]([O:15][CH:16]([O:1][C@H:2]1[C@@H:5]([C:6]2[CH:11]=[CH:10][CH:9]=[CH:8][CH:7]=2)[NH:4][C:3]1=[O:12])[CH3:17])[CH3:14] |f:4.5|. The yield is 99.0%. Run at temperature 0 celsius, time 20 minute. Reactants: [OH-].[Na+] (sodium hydroxide), C(C)(=O)O[BH-](OC(C)=O)OC(C)=O.[Na+] (Sodium triacetoxyborohydride), CN1C(CNCC1)=O (4-methyl-3-oxo-piperazine), O1CCOC12CCC(CC2)=O (1,4-dioxa-spiro[4,5]decan-8-one). Run in ClCCl (dichloromethane), ClCCl (dichloromethane), C(C)(=O)O (acetic acid). The product is CN1C(CN(CC1)C1CCC2(OCCO2)CC1)=O (8-(4-methyl-3-oxo-piperazin-1-yl)-1,4-dioxa-spiro[4,5]decane). RXN SMILES: C(O[BH-](OC(=O)C)OC(=O)C)(=O)C.[Na+].[CH3:15][N:16]1[CH2:21][CH2:20][NH:19][CH2:18][C:17]1=[O:22].[O:23]1[C:27]2([CH2:32][CH2:31][C:30](=O)[CH2:29][CH2:28]2)[O:26][CH2:25][CH2:24]1.[OH-].[Na+]>ClCCl.C(O)(=O)C>[CH3:15][N:16]1[CH2:21][CH2:20][N:19]([CH:30]2[CH2:31][CH2:32][C:27]3([O:26][CH2:25][CH2:24][O:23]3)[CH2:28][CH2:29]2)[CH2:18][C:17]1=[O:22] |f:0.1,4.5|. Procedure details: 26.18 g Sodium triacetoxyborohydride are added at 5° C. to a solution of 10.0 g 4-methyl-3-oxo-piperazine, 13.51 g 1,4-dioxa-spiro[4,5]decan-8-one, 5.65 ml acetic acid and 200 ml dichloromethane. After 23 hours stirring at ambient temperature 100 ml dichloromethane and 100 ml 4N sodium hydroxide solution are added. The phases are separated and the organic phase is evaporated down. The residue is purified by chromatography. The reactants are ClCCl, OC1C2CCC=CC2C1(Cl)Cl, [Mg+2], O=S(=O)([O-])[O-], O=[Cr](=O)([O-])Cl, c1cc[nH+]cc1. Yields the product O=C1C2CCC=CC2C1(Cl)Cl. Reaction SMILES: [CH2:29]([Cl:30])[Cl:31].[Cl:1][C:2]1([Cl:11])[CH:3]([OH:10])[CH:4]2[CH2:5][CH2:6][CH:7]=[CH:8][CH:9]12.[Mg+2:23].[O-:24][S:25](=[O:26])(=[O:27])[O-:28].[O:12]=[Cr:13]([Cl:14])([O-:15])=[O:16].[nH+:17]1[cH:18][cH:19][cH:20][cH:21][cH:22]1>>[Cl:1][C:2]1([Cl:11])[C:3](=[O:10])[CH:4]2[CH2:5][CH2:6][CH:7]=[CH:8][CH:9]12.